This data is from the Open Reaction Database (ORD), a public repository of structured organic reaction records. The task is: describe an organic reaction: reactants, conditions, products, and yield The reactants are C(C)(=O)O.C(C)O[C@@H]1CC2=CC[C@H]3[C@@H]4CC[C@@H]([C@@]4(C)CC[C@@H]3[C@]2(CC1)C=O)O (3β-ethoxy-17β-hydroxy-5-androsten-19-one acetate), C([O-])([O-])=O.[Na+].[Na+] (sodium carbonate). Run in CO (methanol). Yields the product C(C)O[C@@H]1CC2=CC[C@H]3[C@@H]4CC[C@@H]([C@@]4(C)CC[C@@H]3[C@]2(CC1)C=O)O (3β-ethoxy-17β-hydroxy-5-androsten-19-one). Reaction SMILES: C(O)(=O)C.[CH2:5]([O:7][C@H:8]1[CH2:25][CH2:24][C@@:23]2([CH:26]=[O:27])[C:10](=[CH:11][CH2:12][C@@H:13]3[C@@H:22]2[CH2:21][CH2:20][C@@:18]2([CH3:19])[C@H:14]3[CH2:15][CH2:16][C@@H:17]2[OH:28])[CH2:9]1)[CH3:6].C(=O)([O-])[O-].[Na+].[Na+]>CO>[CH2:5]([O:7][C@H:8]1[CH2:25][CH2:24][C@@:23]2([CH:26]=[O:27])[C:10](=[CH:11][CH2:12][C@@H:13]3[C@@H:22]2[CH2:21][CH2:20][C@@:18]2([CH3:19])[C@H:14]3[CH2:15][CH2:16][C@@H:17]2[OH:28])[CH2:9]1)[CH3:6] |f:0.1,2.3.4|. Reported procedure: A solution of 3β-ethoxy-17β-hydroxy-5-androsten-19-one acetate and sodium carbonate in 10% aqueous methanol is refluxed for a period of about four hours. The cooled solution is poured onto water. The crystals which form are filtered and recrystallized from an acetone-water mixture to yield 3β-ethoxy-17β-hydroxy-5-androsten-19-one. The reactants are O=C1CCCCN1, COC(C)(C)C, Fc1ccc(CBr)cc1Cl, [Na+], [OH-], O. Yields the product O=C1CCCCN1Cc1ccc(F)c(Cl)c1. RXN SMILES: [C:1]1(=[O:7])[CH2:2][CH2:3][CH2:4][CH2:5][NH:6]1.[C:21]([O:22][CH3:23])([CH3:24])([CH3:25])[CH3:26].[Cl:10][c:11]1[cH:12][c:13]([CH2:14][Br:15])[cH:16][cH:17][c:18]1[F:19].[Na+:9].[OH-:8].[OH2:20]>>[C:1]1(=[O:7])[CH2:2][CH2:3][CH2:4][CH2:5][N:6]1[CH2:14][c:13]1[cH:12][c:11]([Cl:10])[c:18]([F:19])[cH:17][cH:16]1. Reactants: CC1=C(N=C(O1)C1=CC=CC=C1)COC=1C=C(C=NC1)CO ([5-[(5-methyl-2-phenyl-4-oxazolyl)methoxy]-3-pyridyl]methanol), S(=O)(Cl)Cl (thionyl chloride), OC1=CC=C(C=C1)CC(=O)OC (methyl 2-(4-hydroxyphenyl)acetate), C([O-])([O-])=O.[K+].[K+] (potassium carbonate). The solvent is C1(=CC=CC=C1)C (toluene), O1CCCC1 (tetrahydrofuran), O (water), CN(C=O)C (N,N-dimethylformamide). Run at time 2 hour. The product is CC1=C(N=C(O1)C1=CC=CC=C1)COC=1C=C(C=NC1)COC1=CC=C(C=C1)CC(=O)OC (methyl 2-[4-[5-[(5-methyl-2-phenyl-4-oxazolyl)methoxy]-3-pyridylmethoxy]phenyl]acetate). Isolated yield 84.4%. RXN SMILES: [CH3:1][C:2]1[O:6][C:5]([C:7]2[CH:12]=[CH:11][CH:10]=[CH:9][CH:8]=2)=[N:4][C:3]=1[CH2:13][O:14][C:15]1[CH:16]=[C:17]([CH2:21][OH:22])[CH:18]=[N:19][CH:20]=1.S(Cl)(Cl)=O.O[C:28]1[CH:33]=[CH:32][C:31]([CH2:34][C:35]([O:37][CH3:38])=[O:36])=[CH:30][CH:29]=1.C(=O)([O-])[O-].[K+].[K+]>O.CN(C)C=O.C1(C)C=CC=CC=1.O1CCCC1>[CH3:1][C:2]1[O:6][C:5]([C:7]2[CH:8]=[CH:9][CH:10]=[CH:11][CH:12]=2)=[N:4][C:3]=1[CH2:13][O:14][C:15]1[CH:16]=[C:17]([CH2:21][O:22][C:28]2[CH:33]=[CH:32][C:31]([CH2:34][C:35]([O:37][CH3:38])=[O:36])=[CH:30][CH:29]=2)[CH:18]=[N:19][CH:20]=1 |f:3.4.5|. Reported procedure: A mixture of [5-[(5-methyl-2-phenyl-4-oxazolyl)methoxy]-3-pyridyl]methanol (1.20 g), thionyl chloride (0.6 mL), tetrahydrofuran (20 mL) and toluene (20 mL) was stirred at room temperature for 2 hrs. The precipitated crystals were collected by filtration and washed with diisopropyl ether to give crude crystals. A mixture of the obtained crystals, methyl 2-(4-hydroxyphenyl)acetate (0.70 g), anhydrous potassium carbonate (0.92 g) and N,N-dimethylformamide (20 mL) was stirred overnight at 80° C. The... Reactants: BrC1=C(N=C(N=N1)N)C1=CC=CC=C1 (6-bromo-5-phenyl-1,2,4-triazin-3-amine), ClC=1C=C(C=CC1)B(O)O (3-chlorophenylboronic acid). Yields the product ClC=1C=C(C=CC1)C1=C(N=C(N=N1)N)C1=CC=CC=C1 (6-(3-Chlorophenyl)-5-phenyl-1,2,4-triazin-3-amine). The yield is 48.6%. RXN SMILES: Br[C:2]1[N:7]=[N:6][C:5]([NH2:8])=[N:4][C:3]=1[C:9]1[CH:14]=[CH:13][CH:12]=[CH:11][CH:10]=1.[Cl:15][C:16]1[CH:17]=[C:18](B(O)O)[CH:19]=[CH:20][CH:21]=1>>[Cl:15][C:16]1[CH:21]=[C:20]([C:2]2[N:7]=[N:6][C:5]([NH2:8])=[N:4][C:3]=2[C:9]2[CH:14]=[CH:13][CH:12]=[CH:11][CH:10]=2)[CH:19]=[CH:18][CH:17]=1. Procedure details: 6-(3-Chlorophenyl)-5-phenyl-1,2,4-triazin-3-amine (110 mg, 49%) was prepared from 6-bromo-5-phenyl-1,2,4-triazin-3-amine (0.21 g, 0.80 mmol) and 3-chlorophenylboronic acid (0.12 g, 0.80 mmol) according to the general procedure of Example 1. Starting materials: C(C)(=O)NC(COC(C)=O)(COC(C)=O)CC#CC1=CC=CC=C1 (2-Acetamido-1,3-diacetoxy-2-(3-phenyl-2-propynyl)propane), [OH-].[Na+] (sodium hydroxide). Run in CO (methanol). The product is NC(CO)(CO)CC#CC1=CC=CC=C1 (2-amino-2-(3-phenyl-2-propynyl)-1,3-propanediol). Isolated yield 86.4%. RXN SMILES: C([NH:4][C:5]([CH2:16][C:17]#[C:18][C:19]1[CH:24]=[CH:23][CH:22]=[CH:21][CH:20]=1)([CH2:11][O:12]C(=O)C)[CH2:6][O:7]C(=O)C)(=O)C.[OH-].[Na+]>CO>[NH2:4][C:5]([CH2:16][C:17]#[C:18][C:19]1[CH:20]=[CH:21][CH:22]=[CH:23][CH:24]=1)([CH2:11][OH:12])[CH2:6][OH:7] |f:1.2|. Procedure: 2-Acetamido-1,3-diacetoxy-2-(3-phenyl-2-propynyl)propane (430 mg) was dissolved in 8 ml of methanol and 8 ml of a 1 N aqueous sodium hydroxide solution was added thereto. The mixture was refluxed under heating for 2 hours. The solvent was distilled away and the residue was purified by silica gel column chromatography (methanol:chloroform=1:50-1:7) to give 230 mg of 2-amino-2-(3-phenyl-2-propynyl)-1,3-propanediol as a pale yellow, amorphous-like solid. The reactants are O1[C@H]2CCO[C@@H]3CCCCC231 (Trans hexahydro-1aH,4aH-oxireno[d]chromene), FC1=CC=C(N)C=C1 (4-Fluoroaniline), C[Al](C)C (trimethylaluminum), [OH-].[Na+] (NaOH). Solvent: C(Cl)Cl (CH2Cl2), O (water), C(Cl)Cl (CH2Cl2). Run at time 30 minute. Product: FC1=CC=C(C=C1)N[C@@H]1CCO[C@H]2CCCC[C@]12O ((4R,4aS,8aS)-4-[(4-fluorophenyl)amino]hexahydro-2H-chromen-4a(5H)-ol). Reaction SMILES: [F:1][C:2]1[CH:8]=[CH:7][C:5]([NH2:6])=[CH:4][CH:3]=1.C[Al](C)C.[O:13]1[C:23]23[C@@H:18]([CH2:19][CH2:20][CH2:21][CH2:22]2)[O:17][CH2:16][CH2:15][C@H:14]13.[OH-].[Na+]>C(Cl)Cl.O>[F:1][C:2]1[CH:8]=[CH:7][C:5]([NH:6][C@H:14]2[C@:23]3([OH:13])[C@H:18]([CH2:19][CH2:20][CH2:21][CH2:22]3)[O:17][CH2:16][CH2:15]2)=[CH:4][CH:3]=1 |f:3.4|. Procedure details: To a mixture of 4-Fluoroaniline (0.173 g, 1.56 mmol) in CH2Cl2 (3 mL) at 0° C. was added trimethylaluminum (2M in toluene, 0.778 mL) dropwise. The mixture was warmed to rt and stirred for 30 min. Trans hexahydro-1aH,4aH-oxireno[d]chromene (0.200 g, 1.30 mmol) in CH2Cl2 (2 mL) was then added and the mixture was stirred at rt overnight. The reaction was cooled to 0° C. and treated with 50% NaOH (1 mL) then water (1 mL). The reaction mixture was extracted 3× with CH2Cl2. The combined organics were ... Reactants: CC(C)(C)OC(=O)c1ccc(CCC(Br)C(=O)O)cc1, CC([O-])=S, Cl, [K+], [Na+], [OH-]. Yields the product CC(=O)SC(CCc1ccc(C(=O)OC(C)(C)C)cc1)C(=O)O. Reaction SMILES: [Br:1][CH:2]([CH2:3][CH2:4][c:5]1[cH:6][cH:7][c:8]([C:9](=[O:10])[O:11][C:12]([CH3:13])([CH3:14])[CH3:15])[cH:16][cH:17]1)[C:18](=[O:19])[OH:20].[C:21]([CH3:22])(=[S:23])[O-:24].[ClH:26].[K+:25].[Na+:28].[OH-:27]>>[CH:2]([CH2:3][CH2:4][c:5]1[cH:6][cH:7][c:8]([C:9](=[O:10])[O:11][C:12]([CH3:13])([CH3:14])[CH3:15])[cH:16][cH:17]1)([C:18](=[O:19])[OH:20])[S:23][C:21]([CH3:22])=[O:24]. Starting materials: C(C)(C)(C)OC(COCC(COC=1C2=C(N=CN1)OC(=C2C2=CC=C(C=C2)OC)C2=CC=CC=C2)C)=O (rac.-(3-{[5-(4-methoxyphenyl)-6-phenylfuro[2,3-d]pyrimidin-4-yl]oxy}-2-methylpropoxy)acetic acid tert.-butyl ester). The solvent is Cl (hydrogen chloride), O1CCOCC1 (dioxan). Conditions: time 16 hour. Product: COC1=CC=C(C=C1)C1=C(OC=2N=CN=C(C21)OCC(COCC(=O)O)C)C2=CC=CC=C2 ((3-{[5-(4-Methoxyphenyl)-6-phenylfuro[2,3-d]pyrimidin-4-yl]oxy}-2-methylpropoxy)acetic acid). RXN SMILES: C([O:5][C:6](=[O:37])[CH2:7][O:8][CH2:9][CH:10]([CH3:36])[CH2:11][O:12][C:13]1[C:14]2[C:21]([C:22]3[CH:27]=[CH:26][C:25]([O:28][CH3:29])=[CH:24][CH:23]=3)=[C:20]([C:30]3[CH:35]=[CH:34][CH:33]=[CH:32][CH:31]=3)[O:19][C:15]=2[N:16]=[CH:17][N:18]=1)(C)(C)C>Cl.O1CCOCC1>[CH3:29][O:28][C:25]1[CH:24]=[CH:23][C:22]([C:21]2[C:14]3[C:13]([O:12][CH2:11][CH:10]([CH3:36])[CH2:9][O:8][CH2:7][C:6]([OH:37])=[O:5])=[N:18][CH:17]=[N:16][C:15]=3[O:19][C:20]=2[C:30]2[CH:31]=[CH:32][CH:33]=[CH:34][CH:35]=2)=[CH:27][CH:26]=1. Procedure: Dissolve 70 mg (0.14 mmol) rac.-(3-{[5-(4-methoxyphenyl)-6-phenylfuro[2,3-d]pyrimidin-4-yl]oxy}-2-methylpropoxy)acetic acid tert.-butyl ester in 2.0 ml 4 N hydrogen chloride in dioxan and stir for 16 h at RT. Purify directly by preparative RP-HPLC (gradient: water/acetonitrile). 48 mg (76% of theor.) of the desired product is obtained as racemate.